Dataset: the Open Reaction Database (ORD), a public repository of structured organic reaction records. Task: describe an organic reaction: reactants, conditions, products, and yield The reactants are NC=1C=C(C(=O)O)C=CC1 (3-aminobenzoic acid), C(C=C)#N (acrylonitrile), O (water), [OH-].[Na+] (sodium hydroxide). Solvent: C(C)(=O)O (acetic acid). Reaction conditions: temperature 5 celsius. Yields the product C(#N)CCNC=1C=C(C(=O)O)C=CC1 (N-(2-Cyanoethyl)-3-aminobenzoic Acid). Reaction SMILES: [NH2:1][C:2]1[CH:3]=[C:4]([CH:8]=[CH:9][CH:10]=1)[C:5]([OH:7])=[O:6].O.[OH-].[Na+].[C:14](#[N:17])[CH:15]=[CH2:16]>C(O)(=O)C>[C:14]([CH2:15][CH2:16][NH:1][C:2]1[CH:3]=[C:4]([CH:8]=[CH:9][CH:10]=1)[C:5]([OH:7])=[O:6])#[N:17] |f:2.3|. Procedure: 200.0 g of 3-aminobenzoic acid in 2 1 of water were admixed with 53.2 g of sodium hydroxide. At 30° C., 126.6 g of acrylonitrile were added dropwise, and the mixture was then heated under reflux for 22 hours. The mixture was then cooled to 5° C. and acetic acid was added (pH=5) and the precipitate which had formed was filtered off with suction and washed with water. Starting materials: C(#N)C=1C(=NC(=NC1)C1=CC=C(C=C1)CCCC)O (5-cyano-4-hydroxy-2-(4-n-butylphenyl)-pyrimidine), P(=O)(Cl)(Cl)Cl (phosphorus oxychloride), [OH-].[Na+] (sodium hydroxide), Cl.C(CCC)C1=CC=C(C(=N)N)C=C1 (p-n-butylbenzamidine hydrochloride), C(C)OC(C(C#N)=COCC)=O (α-ethoxymethylene-α-cyanoacetic acid ethyl ester), CC[O-].[Na+] (sodium ethylate). The solvent is C(C)O (ethanol). Product: ClC1=NC(=NC=C1C#N)C1=CC=C(C=C1)CCCC (4-chloro-5-cyano-2-(4-n-butylphenyl)-pyrimidine). As a reaction SMILES: Cl.C(C1C=CC(C(N)=N)=CC=1)CCC.C(OC(=O)C(=COCC)C#N)C.CC[O-].[Na+].[OH-].[Na+].[C:33]([C:35]1[C:36](O)=[N:37][C:38]([C:41]2[CH:46]=[CH:45][C:44]([CH2:47][CH2:48][CH2:49][CH3:50])=[CH:43][CH:42]=2)=[N:39][CH:40]=1)#[N:34].P(Cl)(Cl)([Cl:54])=O>C(O)C>[Cl:54][C:36]1[C:35]([C:33]#[N:34])=[CH:40][N:39]=[C:38]([C:41]2[CH:46]=[CH:45][C:44]([CH2:47][CH2:48][CH2:49][CH3:50])=[CH:43][CH:42]=2)[N:37]=1 |f:0.1,3.4,5.6|. Procedure details: The starting material can be obtained according to the procedure of A. R. Todd and F. Bergel, J. Chem. Soc. 1937, 365 by reaction of p-n-butylbenzamidine hydrochloride with α-ethoxymethylene-α-cyanoacetic acid ethyl ester and sodium ethylate in ethanol and then with sodium hydroxide solution. The resulting 5-cyano-4-hydroxy-2-(4-n-butylphenyl)-pyrimidine (melting point 230.3°-231.3° C.) is treated with phosphorus oxychloride to give 4-chloro-5-cyano-2-(4-n-butylphenyl)-pyrimidine having a meltin... Starting materials: CN(C)\C=C(/C(=O)OC)\C(C)=O ((Z)-methyl 2-((dimethylamino)methylene)-3-oxobutanoate), Cl.Cl.C(C1=CC=CC=C1)NN (1-benzylhydrazine dihydrochloride). Run in C(C)O (ethanol). Run at temperature 80 celsius, time 3.5 hour. Product: C(C1=CC=CC=C1)N1N=C(C(=C1)C(=O)OC)C (Methyl 1-benzyl-3-methyl-1H-pyrazole-4-carboxylate). The yield is 58.3%. RXN SMILES: CN(/[CH:4]=[C:5](/[C:10](=O)[CH3:11])\[C:6]([O:8][CH3:9])=[O:7])C.Cl.Cl.[CH2:15]([NH:22][NH2:23])[C:16]1[CH:21]=[CH:20][CH:19]=[CH:18][CH:17]=1>C(O)C>[CH2:15]([N:22]1[CH:4]=[C:5]([C:6]([O:8][CH3:9])=[O:7])[C:10]([CH3:11])=[N:23]1)[C:16]1[CH:21]=[CH:20][CH:19]=[CH:18][CH:17]=1 |f:1.2.3|. Procedure details: To a solution of (Z)-methyl 2-((dimethylamino)methylene)-3-oxobutanoate (15.8 g, 92.5 mmol) in ethanol (50 mL) was added 1-benzylhydrazine dihydrochloride (18 g, 92.3 mmol). The resulting solution was stirred for 3.5 h at 80° C., then concentrated under reduced pressure. The residue was dissolved in 200 mL of ethyl acetate. The organic layer was washed with 1×40 mL of water and 2×40 mL of brine, dried over anhydrous sodium sulfate and concentrated under reduced pressure. The residue was purified...